From a dataset of the Open Reaction Database (ORD), a public repository of structured organic reaction records. describe an organic reaction: reactants, conditions, products, and yield Starting materials: [H-].[Na+] (sodium hydride), O (water), COCOC1=CC=C(C=C1)C(CNS(=O)(=O)C1=CC=C(C=C1)Cl)CC=1C=NC=CC1 (N-[2-(4-methoxymethyloxyphenyl)-3-(3-pyridyl)propyl]-4-chlorobenzenesulfonamide), C(OCC)(=O)Cl (ethyl chlorocarbonate). The solvent is CN(C=O)C (dimethylformamide). Run at temperature 0 celsius, time 19 hour. Yields the product C(C)OC(=O)N(S(=O)(=O)C1=CC=C(C=C1)Cl)CC(CC=1C=NC=CC1)C1=CC=C(C=C1)OCOC (N-ethoxycarbonyl-N-[2-(4-methoxymethyloxyphenyl)-3-(3-pyridyl)propyl]-4-chlorobenzenesulfonamide). Yield: 79.1%. As a reaction SMILES: [H-].[Na+].[CH3:3][O:4][CH2:5][O:6][C:7]1[CH:12]=[CH:11][C:10]([CH:13]([CH2:26][C:27]2[CH:28]=[N:29][CH:30]=[CH:31][CH:32]=2)[CH2:14][NH:15][S:16]([C:19]2[CH:24]=[CH:23][C:22]([Cl:25])=[CH:21][CH:20]=2)(=[O:18])=[O:17])=[CH:9][CH:8]=1.[C:33](Cl)(=[O:37])[O:34][CH2:35][CH3:36].O>CN(C)C=O>[CH2:35]([O:34][C:33]([N:15]([CH2:14][CH:13]([C:10]1[CH:9]=[CH:8][C:7]([O:6][CH2:5][O:4][CH3:3])=[CH:12][CH:11]=1)[CH2:26][C:27]1[CH:28]=[N:29][CH:30]=[CH:31][CH:32]=1)[S:16]([C:19]1[CH:24]=[CH:23][C:22]([Cl:25])=[CH:21][CH:20]=1)(=[O:18])=[O:17])=[O:37])[CH3:36] |f:0.1|. Reported procedure: The portion of 120 mg of 60% sodium hydride were suspended in 10 ml of dimethylformamide, and cooled to 0° C., followed by dropwise addition of 1.22 g of N-[2-(4-methoxymethyloxyphenyl)-3-(3-pyridyl)propyl]-4-chlorobenzenesulfonamide, and then followed by addition of 326 mg of ethyl chlorocarbonate. After stirring at room temperature for 19 hours, the reaction mixture was poured into water. The aqueous phase was extracted with ethyl acetate, and the organic phase was washed in saturated aqueous ... Reactants: CC1(C)OB(c2cnc3[nH]ccc3c2)OC1(C)C, C[Si](C)(C)CCOCCl, Cl, [H-], [Na+], C1CCOC1, O. Product: CC1(C)OB(c2cnc3c(ccn3COCC[Si](C)(C)C)c2)OC1(C)C. Reaction SMILES: [CH3:1][C:2]1([CH3:18])[O:3][B:4]([c:9]2[cH:10][c:11]3[c:12]([n:13][cH:14]2)[nH:15][cH:16][cH:17]3)[O:5][C:6]1([CH3:7])[CH3:8].[Cl:21][CH2:22][O:23][CH2:24][CH2:25][Si:26]([CH3:27])([CH3:28])[CH3:29].[ClH:30].[H-:19].[Na+:20].[O:31]1[CH2:32][CH2:33][CH2:34][CH2:35]1.[OH2:36]>>[CH3:1][C:2]1([CH3:18])[O:3][B:4]([c:9]2[cH:10][c:11]3[c:12]([n:13][cH:14]2)[n:15]([CH2:22][O:23][CH2:24][CH2:25][Si:26]([CH3:27])([CH3:28])[CH3:29])[cH:16][cH:17]3)[O:5][C:6]1([CH3:7])[CH3:8].